The task is: describe an organic reaction: reactants, conditions, products, and yield. This data is from the Open Reaction Database (ORD), a public repository of structured organic reaction records. Starting materials: amides, CC1=NC2=CC=CC(=C2C=C1)N1CCN(CC1)CCC=1C=C(N)C=CC1 (3-{2-[4-(2-Methyl-5-quinolinyl)-1-piperazinyl]ethyl}aniline), S1N=NC(=C1)C(=O)O (1,2,3-thiadiazole-4-carboxylic acid). The product is CC1=NC2=CC=CC(=C2C=C1)N1CCN(CC1)CCC=1C=C(C=CC1)NC(=O)C=1N=NSC1 (N-(3-{2-[4-(2-Methyl-5-quinolinyl)-1-piperazinyl]ethyl}phenyl)-1,2,3-thiadiazole-4-carboxamide). Isolated yield 75.0%. As a reaction SMILES: [CH3:1][C:2]1[CH:11]=[CH:10][C:9]2[C:4](=[CH:5][CH:6]=[CH:7][C:8]=2[N:12]2[CH2:17][CH2:16][N:15]([CH2:18][CH2:19][C:20]3[CH:21]=[C:22]([CH:24]=[CH:25][CH:26]=3)[NH2:23])[CH2:14][CH2:13]2)[N:3]=1.[S:27]1[CH:31]=[C:30]([C:32](O)=[O:33])[N:29]=[N:28]1>>[CH3:1][C:2]1[CH:11]=[CH:10][C:9]2[C:4](=[CH:5][CH:6]=[CH:7][C:8]=2[N:12]2[CH2:13][CH2:14][N:15]([CH2:18][CH2:19][C:20]3[CH:21]=[C:22]([NH:23][C:32]([C:30]4[N:29]=[N:28][S:27][CH:31]=4)=[O:33])[CH:24]=[CH:25][CH:26]=3)[CH2:16][CH2:17]2)[N:3]=1. Procedure: The title compound was prepared in 75% yield according to the general procedure for the preparation of the amides (Method C) starting from 3-{2-[4-(2-methyl-5-quinolinyl)-1-piperazinyl]ethyl}aniline (D6) and 1,2,3-thiadiazole-4-carboxylic acid. Starting materials: CC1(C=2C=CC(=CC2C(CC1)(C)C)C(=O)OC1=C(C=C(C(=O)OCC)C=C1C)C)C (Ethyl 4-(5,5,8,8-tetramethyl-5,6,7,8-tetrahydro-2-naphthoyloxy)-3,5-dimethylbenzoate), OC1=C(C=C(C(=O)OCC)C=C1C)C (ethyl 4-hydroxy-3,5-dimethylbenzoate). The product is CC1(C=2C=CC(=CC2C(CC1)(C)C)C(=O)OC1=CC=C(C(=O)OCC)C=C1)C (Ethyl 4-(5,5,8,8-tetramethyl-5,6,7,8-tetrahydro-2-naphthoyloxy)benzoate). Reaction SMILES: [CH3:1][C:2]1([CH3:30])[CH2:11][CH2:10][C:9]([CH3:13])([CH3:12])[C:8]2[CH:7]=[C:6]([C:14]([O:16][C:17]3[C:27](C)=[CH:26][C:20]([C:21]([O:23][CH2:24][CH3:25])=[O:22])=[CH:19][C:18]=3C)=[O:15])[CH:5]=[CH:4][C:3]1=2.OC1C(C)=CC(C(OCC)=O)=CC=1C>>[CH3:30][C:2]1([CH3:1])[CH2:11][CH2:10][C:9]([CH3:12])([CH3:13])[C:8]2[CH:7]=[C:6]([C:14]([O:16][C:17]3[CH:18]=[CH:19][C:20]([C:21]([O:23][CH2:24][CH3:25])=[O:22])=[CH:26][CH:27]=3)=[O:15])[CH:5]=[CH:4][C:3]1=2. Procedure: Ethyl 4-(5,5,8,8-tetramethyl-5,6,7,8-tetrahydro-2-naphthoyloxy)-3,5-dimethylbenzoate-Using ethyl 4-hydroxy-3,5-dimethylbenzoate, the title compound was synthesized as a white solid. PMR (CDCl3): δ 1.37 (6H, s), 1.39 (6H, s), 1.44 (3H, t, J~7.0 Hz), 1.77 (4H, s), 2.27 (6H, s), 4.41 (2H, q, J~7.0 Hz), 7.50 (1H, d, J~8.4 Hz), 7.86 (2H, s), 8.03 (1H, dd, J~8.4 Hz, 2.0 Hz), 8.23 (1H, d, J~2.0 Hz). Reactants: CC[C@H]([C@](C)([C@H]1[C@H](C2=C(C[C@@](O2)([C@@H]([C@H]([C@@H]([C@H](C(=O)O1)C)O[C@H]3C[C@@]([C@H]([C@@H](O3)C)O)(C)OC)C)O[C@H]4[C@@H]([C@H](C[C@H](O4)C)N(C)C)O)C)C)C)O)O (EM701), C(O)([O-])=O.[Na+] (sodium hydrogencarbonate), CC[C@@H]1[C@@]([C@@H]([C@H](C(=O)[C@@H](C[C@@]([C@@H]([C@H]([C@@H]([C@H](C(=O)O1)C)O[C@H]2C[C@@]([C@H]([C@@H](O2)C)O)(C)OC)C)O[C@H]3[C@@H]([C@H](C[C@H](O3)C)N(C)C)O)(C)O)C)C)O)(C)O (erythromycin), 02/14338 A1. Solvent: C(C)(=O)O (acetic acid). Yields the product CC[C@@H]1[C@@]([C@@H]([C@H](C2=C(C[C@@](O2)([C@@H]([C@H]([C@@H]([C@H](C(=O)O1)C)O[C@H]3C[C@@]([C@H]([C@@H](O3)C)O)(C)OC)C)O[C@H]4[C@@H]([C@H](C[C@H](O4)C)N(C)C)O)C)C)C)O)(C)O (erythromycin A enol ether). RXN SMILES: CC[C@@H](O)[C@@](O)([C@@H]1OC(=O)[C@H](C)[C@@H](O[C@@H]2O[C@@H](C)[C@H](O)[C@@](OC)(C)C2)[C@H](C)[C@@H](O[C@@H]2O[C@H](C)C[C@H](N(C)C)[C@H]2O)[C@]2(C)OC(=C(C)C2)[C@@H]1C)C.[CH3:51][CH2:52][C@H:53]1[O:68][C:66](=[O:67])[C@H:65]([CH3:69])[C@@H:64]([O:70][C@@H:71]2[O:76][C@@H:75]([CH3:77])[C@H:74]([OH:78])[C@@:73]([O:80][CH3:81])([CH3:79])[CH2:72]2)[C@H:63]([CH3:82])[C@@H:62]([O:83][C@@H:84]2[O:89][C@H:88]([CH3:90])[CH2:87][C@H:86]([N:91]([CH3:93])[CH3:92])[C@H:85]2[OH:94])[C@@:61](O)([CH3:95])[CH2:60][C@@H:59]([CH3:97])[C:57](=[O:58])[C@H:56]([CH3:98])[C@@H:55]([OH:99])[C@@:54]1([OH:101])[CH3:100].C(=O)([O-])O.[Na+]>C(O)(=O)C>[CH3:51][CH2:52][C@H:53]1[O:68][C:66](=[O:67])[C@H:65]([CH3:69])[C@@H:64]([O:70][C@@H:71]2[O:76][C@@H:75]([CH3:77])[C@H:74]([OH:78])[C@@:73]([O:80][CH3:81])([CH3:79])[CH2:72]2)[C@H:63]([CH3:82])[C@@H:62]([O:83][C@@H:84]2[O:89][C@H:88]([CH3:90])[CH2:87][C@H:86]([N:91]([CH3:92])[CH3:93])[C@H:85]2[OH:94])[C@:61]2([CH3:95])[O:58][C:57](=[C:59]([CH3:97])[CH2:60]2)[C@H:56]([CH3:98])[C@@H:55]([OH:99])[C@@:54]1([OH:101])[CH3:100] |f:2.3|. Procedure details: Synthesis of EM701 was disclosed in detail in WO 02/14338 A1. A glacial acetic acid solution of erythromycin was stirred at room temperature for 2 hours, and aqueous sodium hydrogencarbonate solution was slowly added and neutralized. The reaction mixture was extracted with chloroform. The organic layer was dehydrated by adding anhydrous sodium sulfate, which was removed off by filtration to obtain crude product. The crude product was purified by silica gel column chromatography with chloroform-m...